From a dataset of the Open Reaction Database (ORD), a public repository of structured organic reaction records. describe an organic reaction: reactants, conditions, products, and yield RXN SMILES: [CH3:1][CH2:2][CH2:3][CH2:4][CH2:5][CH2:6][CH2:7][CH2:8][CH2:9][C:10]([OH:11])=[O:12].[Cl:18][CH2:19][Cl:20].[Na+:17].[O-:13][C:14]([OH:15])=[O:16].[OH2:21]>>[CH3:1][CH2:2][CH2:3][CH2:4][CH2:5][CH2:6][CH2:7][CH2:8][CH2:9][C:10](=[O:11])[O:12][CH2:19][Cl:18]. The product is CCCCCCCCCC(=O)OCCl. The reactants are CCCCCCCCCC(=O)O, ClCCl, [Na+], O=C([O-])O, O. Reactants: N#Cc1ccc(C(=O)O)c(F)c1, CO, Cl, C1COCCO1. Yields the product COC(=O)c1ccc(C#N)cc1F. Reaction SMILES: [C:8](#[N:9])[c:10]1[cH:11][c:12]([F:19])[c:13]([C:14](=[O:15])[OH:16])[cH:17][cH:18]1.[CH3:20][OH:21].[ClH:7].[O:1]1[CH2:2][CH2:6][O:5][CH2:4][CH2:3]1>>[CH3:2][O:16][C:14]([c:13]1[c:12]([F:19])[cH:11][c:10]([C:8]#[N:9])[cH:18][cH:17]1)=[O:15]. Starting materials: O=C([O-])[O-], COC(=O)c1ccc(-c2ncc(Cl)cc2Cl)c(-c2ccc(Cl)c(O)c2)n1, CN(C)CCCCl, Cl, [Cs+], [Cs+], CN(C)C=O. Yields the product COC(=O)c1ccc(-c2ncc(Cl)cc2Cl)c(-c2ccc(Cl)c(OCCCN(C)C)c2)n1. Reaction SMILES: [C:35](=[O:36])([O-:37])[O-:38].[Cl:1][c:2]1[c:3](-[c:9]2[c:10](-[c:19]3[cH:20][c:21]([OH:26])[c:22]([Cl:25])[cH:23][cH:24]3)[n:11][c:12]([C:15](=[O:16])[O:17][CH3:18])[cH:13][cH:14]2)[n:4][cH:5][c:6]([Cl:8])[cH:7]1.[Cl:28][CH2:29][CH2:30][CH2:31][N:32]([CH3:33])[CH3:34].[ClH:27].[Cs+:39].[Cs+:40].[O:41]=[CH:42][N:43]([CH3:44])[CH3:45]>>[Cl:1][c:2]1[c:3](-[c:9]2[c:10](-[c:19]3[cH:20][c:21]([O:26][CH2:29][CH2:30][CH2:31][N:32]([CH3:33])[CH3:34])[c:22]([Cl:25])[cH:23][cH:24]3)[n:11][c:12]([C:15](=[O:16])[O:17][CH3:18])[cH:13][cH:14]2)[n:4][cH:5][c:6]([Cl:8])[cH:7]1. Starting materials: C(C1=CC=CC=C1)N1[C@H](CC[C@H]1C(=O)O)C(=O)O (Cis-N-benzylpyrrolidine-2,5-dicarboxylic acid), C(C)(=O)OC(C)=O (acetic anhydride), CN (methylamine). Reaction conditions: time 20 minute. Yields the product CNC(=O)[C@@H]1CC[C@@H](N1CC1=CC=CC=C1)C(=O)O (Cis-5-(N-methylcarbamyl)-1-benzylpyrrolidine-2-carboxylic acid). As a reaction SMILES: [CH2:1]([N:8]1[C@H:12]([C:13](O)=[O:14])[CH2:11][CH2:10][C@@H:9]1[C:16]([OH:18])=[O:17])[C:2]1[CH:7]=[CH:6][CH:5]=[CH:4][CH:3]=1.C(OC(=O)C)(=O)C.[CH3:26][NH2:27]>>[CH3:26][NH:27][C:13]([C@H:12]1[N:8]([CH2:1][C:2]2[CH:7]=[CH:6][CH:5]=[CH:4][CH:3]=2)[C@@H:9]([C:16]([OH:18])=[O:17])[CH2:10][CH2:11]1)=[O:14]. Procedure: Cis-N-benzylpyrrolidine-2,5-dicarboxylic acid (41.3 g, 0.166 mole) and acetic anhydride (206.5 ml) were heated carefully together to 100°C; the solid gradually dissolved, and the mixture assumed a dark brown color. In typical experiments, solution was complete in 10-30 minutes, depending on the state of subdivision of the starting material. Heating time was minimized. Just before the last solid dissolved, the excess acetic anhydride was removed in vacuo, and the brown oily residue of crude cis-N...